This data is from the Open Reaction Database (ORD), a public repository of structured organic reaction records. The task is: describe an organic reaction: reactants, conditions, products, and yield Reactants: CC#N, O=C1C(Cl)=C(c2ccccc2)S(=O)(=O)N1Cc1ccc(OC(F)F)cc1, Nc1ccc(N2CCOCC2)cc1. The product is O=C1C(Nc2ccc(N3CCOCC3)cc2)=C(c2ccccc2)S(=O)(=O)N1Cc1ccc(OC(F)F)cc1. RXN SMILES: [CH3:40][C:41]#[N:42].[Cl:1][C:2]1=[C:6]([c:7]2[cH:8][cH:9][cH:10][cH:11][cH:12]2)[S:5](=[O:13])(=[O:14])[N:4]([CH2:15][c:16]2[cH:17][cH:18][c:19]([O:22][CH:23]([F:24])[F:25])[cH:20][cH:21]2)[C:3]1=[O:26].[O:27]1[CH2:28][CH2:29][N:30]([c:33]2[cH:34][cH:35][c:36]([NH2:37])[cH:38][cH:39]2)[CH2:31][CH2:32]1>>[C:2]1([NH:37][c:36]2[cH:35][cH:34][c:33]([N:30]3[CH2:29][CH2:28][O:27][CH2:32][CH2:31]3)[cH:39][cH:38]2)=[C:6]([c:7]2[cH:8][cH:9][cH:10][cH:11][cH:12]2)[S:5](=[O:13])(=[O:14])[N:4]([CH2:15][c:16]2[cH:17][cH:18][c:19]([O:22][CH:23]([F:24])[F:25])[cH:20][cH:21]2)[C:3]1=[O:26]. Reactants: Cl.N[C@@H](CC(N)=O)C(=O)N[C@H]([C@@H](C(=O)N1[C@H](C(=O)NC(C)(C)C)CCC1)O)CC1=CC=CC=C1 (1-[(2S,3S)-3-L-asparaginylamino-2-hydroxy-4-phenylbutyryl]-N-t-butyl-L-prolinamide hydrochloride), C(C1=CC=CC=C1)OC(=O)NC=1C=C(OCC(=O)O)C=CC1 (3-benzyloxycarbonylaminophenoxyacetic acid). The product is C(C1=CC=CC=C1)OC(=O)NC=1C=C(OCC(=O)N[C@@H](CC(N)=O)C(=O)N[C@H]([C@@H](C(=O)N2[C@H](C(=O)NC(C)(C)C)CCC2)O)CC2=CC=CC=C2)C=CC1 (1-{(2S,3S)-3-[N2 -(3-Benzyloxycarbonylaminophenoxy)acetyl-L- -asparaginyl]amino-2-hydroxy-4-phenylbutyryl}-N-t-butyl-L-prolinamide). Yield: 50.2%. Reaction SMILES: Cl.[NH2:2][C@H:3]([C:8]([NH:10][C@@H:11]([CH2:28][C:29]1[CH:34]=[CH:33][CH:32]=[CH:31][CH:30]=1)[C@H:12]([OH:27])[C:13]([N:15]1[CH2:26][CH2:25][CH2:24][C@H:16]1[C:17]([NH:19][C:20]([CH3:23])([CH3:22])[CH3:21])=[O:18])=[O:14])=[O:9])[CH2:4][C:5](=[O:7])[NH2:6].[CH2:35]([O:42][C:43]([NH:45][C:46]1[CH:47]=[C:48]([CH:54]=[CH:55][CH:56]=1)[O:49][CH2:50][C:51](O)=[O:52])=[O:44])[C:36]1[CH:41]=[CH:40][CH:39]=[CH:38][CH:37]=1>>[CH2:35]([O:42][C:43]([NH:45][C:46]1[CH:47]=[C:48]([CH:54]=[CH:55][CH:56]=1)[O:49][CH2:50][C:51]([NH:2][C@H:3]([C:8]([NH:10][C@@H:11]([CH2:28][C:29]1[CH:34]=[CH:33][CH:32]=[CH:31][CH:30]=1)[C@H:12]([OH:27])[C:13]([N:15]1[CH2:26][CH2:25][CH2:24][C@H:16]1[C:17]([NH:19][C:20]([CH3:23])([CH3:22])[CH3:21])=[O:18])=[O:14])=[O:9])[CH2:4][C:5](=[O:7])[NH2:6])=[O:52])=[O:44])[C:36]1[CH:37]=[CH:38][CH:39]=[CH:40][CH:41]=1 |f:0.1|. Procedure: Following a procedure similar to that described in Example 14, but using 0.45 g (0.91 mmol) of 1-[(2S,3S)-3-L-asparaginylamino-2-hydroxy-4-phenylbutyryl]-N-t-butyl-L-prolinamide hydrochloride and 0.30 g (1.00 mmol) of 3-benzyloxycarbonylaminophenoxyacetic acid, 0.34 g of the title compound were obtained as a colorless powder, melting at 107°-117° C.